describe an organic reaction: reactants, conditions, products, and yield From a dataset of the Open Reaction Database (ORD), a public repository of structured organic reaction records. The reactants are 56, [H-].[Al+3].[Li+].[H-].[H-].[H-] (lithium aluminum hydride), O1CCCC1 (tetrahydrofuran), 359, CC1=C(OC(C(=O)O)C)C=C(C=C1)C (2-(2,5-dimethylphenoxy)propanoic acid), O1CCCC1 (tetrahydrofuran), 55, [OH-].[Na+] (sodium hydroxide). Solvent: O (water), O (water). The product is 73, CC1=C(OC(CO)C)C=C(C=C1)C (2-(2,5-dimethylphenoxy)-1-propanol). Reaction SMILES: [H-].[Al+3].[Li+].[H-].[H-].[H-].O1CCCC1.[CH3:12][C:13]1[CH:24]=[CH:23][C:22]([CH3:25])=[CH:21][C:14]=1[O:15][CH:16]([CH3:20])[C:17](O)=[O:18].[OH-].[Na+]>O>[CH3:12][C:13]1[CH:24]=[CH:23][C:22]([CH3:25])=[CH:21][C:14]=1[O:15][CH:16]([CH3:20])[CH2:17][OH:18] |f:0.1.2.3.4.5,8.9|. Procedure details: To a stirred and refluxing mixture of 56 parts of lithium aluminum hydride in 1000 parts of tetrahydrofuran was added dropwise a solution of 359 parts of 2-(2,5-dimethylphenoxy)propanoic acid in 1000 parts of tetrahydrofuran. Upon completion, stirring was continued at reflux temperature for 1.50 hours. The reaction mixture was cooled and decomposed by the successive additions of 55 parts of water, 45 parts of a 15% sodium hydroxide solution and 190 parts of water and the whole was stirred for 30... Reactants: BrCCC(=O)Cl (3-bromo-propionyl chloride), C(C)C1=C(N)C(=CC=C1)C (2-ethyl-6-methylaniline), O.O.O.C(C)(=O)[O-].[Na+] (sodium acetate trihydrate). Run in C(C)(=O)O (acetic acid), O (water). Run at time 30 minute. Product: BrCCC(=O)NC1=C(C=CC=C1C)CC (3-bromo-2'-ethyl-6'-methylpropionanilide). Reaction SMILES: [CH2:1]([C:3]1[CH:9]=[CH:8][CH:7]=[C:6]([CH3:10])[C:4]=1[NH2:5])[CH3:2].[Br:11][CH2:12][CH2:13][C:14](Cl)=[O:15].O.O.O.C([O-])(=O)C.[Na+]>C(O)(=O)C.O>[Br:11][CH2:12][CH2:13][C:14]([NH:5][C:4]1[C:6]([CH3:10])=[CH:7][CH:8]=[CH:9][C:3]=1[CH2:1][CH3:2])=[O:15] |f:2.3.4.5.6|. Procedure: In a glass-stoppered bottle, a solution of 2-ethyl-6-methylaniline (15.0 g, 0.111 mole) in glacial acetic acid (95 ml) was cooled to 13° C. and 3-bromo-propionyl chloride (21.1 g, 0.122 mole) was added. The mixture was mixed and was combined immediately with a cooled (3° C.) solution of sodium acetate trihydrate (36.9 g) in water (150 ml). The mixture was shaken vigorously for 30 min. The white product that formed was filtered off, washed carefully with water, and dried. This product, i.e., 3-br... The reactants are CC(=C)C(=C)C (2,3-dimethylbutadiene), CC(CC(C=C)=O)C (5-methyl-hex-1-en-3-one). Reaction conditions: time 30 minute. The product is C(C(C)C)C(=O)C1CC(=C(CC1)C)C (3,4-dimethylcyclohex-3-en-1-yl isobutyl ketone). The yield is 77.8%. As a reaction SMILES: [CH3:1][C:2]([C:4]([CH3:6])=[CH2:5])=[CH2:3].[CH3:7][CH:8]([CH3:14])[CH2:9][C:10](=[O:13])[CH:11]=[CH2:12]>>[CH2:9]([C:10]([CH:11]1[CH2:12][CH2:5][C:4]([CH3:6])=[C:2]([CH3:1])[CH2:3]1)=[O:13])[CH:8]([CH3:14])[CH3:7]. Procedure details: 45.3 g of 2,3-dimethylbutadiene are added to 47.5 g of 5-methyl-hex-1-en-3-one at initially 100° C., at a rate such that the temperature does not drop below 90° C. The mixture is then kept for 1 hour at 100° C. and 30 minutes at 115° C., the excess dimethylbutadiene is distilled off, and the residue is distilled under reduced pressure. 64 g of 3,4-dimethylcyclohex-3-en-1-yl isobutyl ketone, of boiling point 99°-101° C./3 mm Hg, are obtained. Starting materials: 3-peroxybenzoic acid, CC(C)(C)[C@]1(N(CCN(C1)C1C2=C(CCC=3C1=NC=C(C3)Br)C=C(C=C2)Cl)C(=O)[O-])C(=O)N2CCC(CC2)CCCN2C=NC=C2 (1,1-Dimethylethyl4-(3-Bromo-8-Chloro-6,11-Dihydro-5H-Benzo[5,6]Cyclohepta[1,2-b]Pyridin-11-yl)-2(R)-[[4-[3-(1H-Imidazol-1-yl)Propyl]-1-Piperidinyl]Carbonyl]Piperazinecarboxylate). Run in ClCCl (dichloromethane), ClCCl (dichloromethane). Run at time 12 hour. The product is N1(C=NC=C1)CCCC1CCN(CC1)C(=O)[C@@H]1NCCNC1 (2(R)-[[4-[3-(1H-IMIDAZOL-1-YL)PROPYL]-1-PIPERIDINYL]CARBONYL]PIPERAZINE). As a reaction SMILES: CC([C@:5]1([C:31]([N:33]2[CH2:38][CH2:37][CH:36]([CH2:39][CH2:40][CH2:41][N:42]3[CH:46]=[CH:45][N:44]=[CH:43]3)[CH2:35][CH2:34]2)=[O:32])[CH2:10][N:9](C2C3=NC=C(Br)C=C3CCC3C=C(Cl)C=CC2=3)[CH2:8][CH2:7][N:6]1C([O-])=O)(C)C>ClCCl>[N:42]1([CH2:41][CH2:40][CH2:39][CH:36]2[CH2:37][CH2:38][N:33]([C:31]([C@H:5]3[CH2:10][NH:9][CH2:8][CH2:7][NH:6]3)=[O:32])[CH2:34][CH2:35]2)[CH:46]=[CH:45][N:44]=[CH:43]1. Procedure: A solution of 3-peroxybenzoic acid (25 g, 102.59 mmol, 2.5 eq.) in anhydrous dichloromethane (250 mL) was added dropwise over a period of one hour to a stirred solution of 8-chloro-4-aza-10,11-dihydro-5H-dibenzo[a,d]cyclohepten-5-one 1 (10 g, 41.04 mmol, 1.0 eq.) in anhydrous dichloromethane (100 mL) at 0° C. under a nitrogen atmosphere. The solution was slowly (3 h) warmed to room temperature and stirred for another 12 h. The solution was extracted with 1 M aqueous sodium hydroxide solution (5×... The reactants are FC(S(=O)(=O)N(C=1C=C(C(=O)OC)C=CC1)S(=O)(=O)C(F)(F)F)(F)F (methyl 3-{bis[(trifluoromethyl)sulfonyl]amino}benzoate), [OH-].[Na+] (sodium hydroxide), CO (methanol), O (water). Run in Cl (hydrochloric acid). The product is FC(S(=O)(=O)NC=1C=C(C(=O)O)C=CC1)(F)F (3-{[(trifluoromethyl)sulfonyl]amino}benzoic acid). RXN SMILES: [F:1][C:2]([F:25])([F:24])[S:3]([N:6](S(C(F)(F)F)(=O)=O)[C:7]1[CH:8]=[C:9]([CH:14]=[CH:15][CH:16]=1)[C:10]([O:12]C)=[O:11])(=[O:5])=[O:4].[OH-].[Na+].CO.O>Cl>[F:24][C:2]([F:1])([F:25])[S:3]([NH:6][C:7]1[CH:8]=[C:9]([CH:14]=[CH:15][CH:16]=1)[C:10]([OH:12])=[O:11])(=[O:4])=[O:5] |f:1.2|. Procedure: A solution of methyl 3-{bis[(trifluoromethyl)sulfonyl]amino}benzoate (5.4 g, 13.0 mmol), sodium hydroxide (3.12 g, 78.0 mmol), methanol (125 ml) and water (125 ml) was stirred for 2 hours. The solution from concentration to 75 ml by spin evaporation in vacuo and dilution with 100 ml water was extracted with ethyl acetate. The aqueous layer was acidified with 12 N hydrochloric acid and again extracted with ethyl acetate. The organic layer was washed with water and concentrated by spin evaporation... Starting materials: BrCCBr (1,2-dibromoethane), [N-]=[N+]=[N-].[Na+] (sodium azide), CN(C)C=O (DMF), [N-]=[N+]=[N-] (azide), solution, [Li]C (MeLi). Reaction conditions: temperature 50 celsius, time 8 hour. Yields the product CNN=NCCN=NNC (1,2-Bis(methyltriazeno)ethane). Isolated yield 32.0%. RXN SMILES: Br[CH2:2][CH2:3]Br.[N-:5]=[N+:6]=[N-:7].[Na+].[N-]=[N+:10]=[N-:11].[Li][CH3:13].C[N:15]([CH:17]=O)C>>[CH3:13][NH:5][N:6]=[N:7][CH2:2][CH2:3][N:10]=[N:11][NH:15][CH3:17] |f:1.2|. Reported procedure: A flask is charged with 5.0 g (27 mmole) of 1,2-dibromoethane, 3.8 g (58 mmole) of sodium azide, and 50 ml of DMF. The mixture is heated at 50° C. with stirring under argon overnight. The mixture is worked up as described above, except that the azide solution is not evaporated down totally. When about 30 ml of solution remains the mixture is treated with 45 ml of a 1.3M solution of MeLi (58 mmole) as above. After 3 hr the reaction is worked up as described above, and a yellow solid is obtained. ... Product: C1CCN(C2CCNC2)C1. The reactants are c1ccc(CN2CCC(N3CCCC3)C2)cc1, CO, [H][H], [OH-], [OH-], [Pd+2]. RXN SMILES: [CH2:1]([c:2]1[cH:3][cH:4][cH:5][cH:6][cH:7]1)[N:8]1[CH2:9][CH:10]([N:13]2[CH2:14][CH2:15][CH2:16][CH2:17]2)[CH2:11][CH2:12]1.[CH3:20][OH:21].[H:18][H:19].[OH-:22].[OH-:24].[Pd+2:23]>>[NH:8]1[CH2:9][CH:10]([N:13]2[CH2:14][CH2:15][CH2:16][CH2:17]2)[CH2:11][CH2:12]1.